This data is from the Open Reaction Database (ORD), a public repository of structured organic reaction records. The task is: describe an organic reaction: reactants, conditions, products, and yield Reactants: O=C(O)Cn1cnc2c(NC(=O)OCc3ccccc3)ncnc21, Cl, O=C1CNCCN1S(=O)(=O)c1ccccc1[N+](=O)[O-]. Product: O=C(Nc1ncnc2c1ncn2CC(=O)N1CCN(S(=O)(=O)c2ccccc2[N+](=O)[O-])C(=O)C1)OCc1ccccc1. RXN SMILES: [CH2:21]([c:22]1[cH:23][cH:24][cH:25][cH:26][cH:27]1)[O:28][C:29](=[O:30])[NH:31][c:32]1[c:33]2[n:34][cH:35][n:36]([CH2:41][C:42](=[O:43])[OH:44])[c:37]2[n:38][cH:39][n:40]1.[ClH:20].[N+:1](=[O:2])([O-:3])[c:4]1[c:5]([S:10](=[O:11])(=[O:12])[N:13]2[C:14](=[O:19])[CH2:15][NH:16][CH2:17][CH2:18]2)[cH:6][cH:7][cH:8][cH:9]1>>[N+:1](=[O:2])([O-:3])[c:4]1[c:5]([S:10](=[O:11])(=[O:12])[N:13]2[C:14](=[O:19])[CH2:15][N:16]([C:42]([CH2:41][n:36]3[cH:35][n:34][c:33]4[c:32]([NH:31][C:29]([O:28][CH2:21][c:22]5[cH:23][cH:24][cH:25][cH:26][cH:27]5)=[O:30])[n:40][cH:39][n:38][c:37]43)=[O:43])[CH2:17][CH2:18]2)[cH:6][cH:7][cH:8][cH:9]1. Reactants: CCCC[N+](CCCC)(CCCC)CCCC, [F-], C1CCOC1, CC(C)(C)[Si](OCCC1=CC(CC(=O)OCc2ccccc2)C(=O)N(c2ccccc2)CC1)(c1ccccc1)c1ccccc1. The product is O=C(CC1C=C(CCO)CCN(c2ccccc2)C1=O)OCc1ccccc1. Reaction SMILES: [CH3:47][CH2:48][CH2:49][CH2:50][N+:51]([CH2:52][CH2:53][CH2:54][CH3:55])([CH2:56][CH2:57][CH2:58][CH3:59])[CH2:60][CH2:61][CH2:62][CH3:63].[F-:46].[O:64]1[CH2:65][CH2:66][CH2:67][CH2:68]1.[c:1]1([N:7]2[C:8](=[O:45])[CH:9]([CH2:34][C:35](=[O:36])[O:37][CH2:38][c:39]3[cH:40][cH:41][cH:42][cH:43][cH:44]3)[CH:10]=[C:11]([CH2:14][CH2:15][O:16][Si:17]([C:18]([CH3:19])([CH3:20])[CH3:21])([c:22]3[cH:23][cH:24][cH:25][cH:26][cH:27]3)[c:28]3[cH:29][cH:30][cH:31][cH:32][cH:33]3)[CH2:12][CH2:13]2)[cH:2][cH:3][cH:4][cH:5][cH:6]1>>[c:1]1([N:7]2[C:8](=[O:45])[CH:9]([CH2:34][C:35](=[O:36])[O:37][CH2:38][c:39]3[cH:40][cH:41][cH:42][cH:43][cH:44]3)[CH:10]=[C:11]([CH2:14][CH2:15][OH:16])[CH2:12][CH2:13]2)[cH:2][cH:3][cH:4][cH:5][cH:6]1. Reactants: C[SiH](Cl)C (Dimethylchlorosilane), C=CCCCCC=C (1,7-octadiene). Reagents/catalysts: CCCC[N+](CCCC)(CCCC)CCCC.CCCC[N+](CCCC)(CCCC)CCCC.Cl[Pt-2](Cl)(Cl)(Cl)(Cl)Cl (bis(tetrabutylammonium)hexachloroplatinate). The solvent is C(Cl)Cl (CH2Cl2). Reaction conditions: time 3 hour. The product is Cl[Si](CCCCCCCC[Si](C)(C)Cl)(C)C (1,8 bis(chlorodimethyl silyl) octane). Isolated yield 60.0%. Reaction SMILES: [CH3:1][SiH:2]([CH3:4])[Cl:3].[CH2:5]=[CH:6][CH2:7][CH2:8][CH2:9][CH2:10][CH:11]=[CH2:12]>C(Cl)Cl.CCCC[N+](CCCC)(CCCC)CCCC.CCCC[N+](CCCC)(CCCC)CCCC.Cl[Pt-2](Cl)(Cl)(Cl)(Cl)Cl>[Cl:3][Si:2]([CH3:4])([CH3:1])[CH2:5][CH2:6][CH2:7][CH2:8][CH2:9][CH2:10][CH2:11][CH2:12][Si:2]([Cl:3])([CH3:4])[CH3:1] |f:3.4.5|. Procedure details: Dimethylchlorosilane (6.8 mL, 60 mmol) in CH2Cl2 (10 mL) was added by dropping funnel over 10 minutes to a mixture of 1,7-octadiene (4.5 mL, 30 mmol) and bis(tetrabutylammonium)hexachloroplatinate (272 mg, 0.3 mmol). After 3 hours at room temperature, the solvent was removed in vacuo and the residue taken up in pentane. The majority of the catalyst was removed by filtration under nitrogen and the filtrate was concentrated in vacuo to provide as an oily liquid 1,8 bis(chlorodimethyl silyl) octane... Starting materials: ClCCl, CC(C)(C)OC(=O)NC(Cc1ccc(I)cc1)C(N)=O, O=C(O)C(F)(F)F. The product is NC(=O)C(N)Cc1ccc(I)cc1. Reaction SMILES: [Cl:28][CH2:29][Cl:30].[NH2:1][C:2]([CH:3]([CH2:4][c:5]1[cH:6][cH:7][c:8]([I:11])[cH:9][cH:10]1)[NH:12][C:13](=[O:14])[O:15][C:16]([CH3:17])([CH3:18])[CH3:19])=[O:20].[OH:21][C:22]([C:23]([F:24])([F:25])[F:26])=[O:27]>>[NH2:1][C:2]([CH:3]([CH2:4][c:5]1[cH:6][cH:7][c:8]([I:11])[cH:9][cH:10]1)[NH2:12])=[O:20]. Solvent: CC(C)O (2-propanol). Procedure details: A solution of 6.1 parts of 2-aminoethanol in 16 parts of methanol and 40 parts of ether is cooled on ice. Then there is added dropwise at about 5°C. a solution of 18.4 parts of o-chloro-α-nitrostyrene in 60 parts of ether. Upon completion, stirring in an ice-bath is continued for 1 hour. The reaction mixture is acidified with an excess of 2-propanol previously saturated with gaseous hydrogen chloride. The precipitated product is filtered off, washed thoroughly with ether and dried, yielding 2-{N... Reaction conditions: time 1 hour. Yields the product Cl.ClC1=C(C(C[N+](=O)[O-])NCCO)C=CC=C1 (2-{N-[o-choro-α-(nitromethyl)benzyl]amino}ethanol hydrochloride). Reaction SMILES: [NH2:1][CH2:2][CH2:3][OH:4].CO.[Cl:7][C:8]1[CH:18]=[CH:17][CH:16]=C[C:9]=1[C:10]([N+:12]([O-:14])=[O:13])=C.[ClH:19].CCO[CH2:23][CH3:24]>CC(O)C>[ClH:7].[Cl:19][C:24]1[CH:23]=[CH:16][CH:17]=[CH:18][C:8]=1[CH:9]([NH:1][CH2:2][CH2:3][OH:4])[CH2:10][N+:12]([O-:14])=[O:13] |f:6.7|. Starting materials: NCCO (2-aminoethanol), CO (methanol), CCOCC (ether), Cl (hydrogen chloride), 18.4, ClC1=C(C(=C)[N+](=O)[O-])C=CC=C1 (o-chloro-α-nitrostyrene), CCOCC (ether). Reactants: CO, Cc1ccc(C(CO)c2ccc(C(C)C)cc2)c(O)c1C. Product: Cc1ccc2c(c1C)OCC2c1ccc(C(C)C)cc1. As a reaction SMILES: [CH3:22][OH:23].[OH:1][CH2:2][CH:3]([c:4]1[cH:5][cH:6][c:7]([CH:10]([CH3:11])[CH3:12])[cH:8][cH:9]1)[c:13]1[cH:14][cH:15][c:16]([CH3:21])[c:17]([CH3:20])[c:18]1[OH:19]>>[CH2:2]1[CH:3]([c:4]2[cH:5][cH:6][c:7]([CH:10]([CH3:11])[CH3:12])[cH:8][cH:9]2)[c:13]2[cH:14][cH:15][c:16]([CH3:21])[c:17]([CH3:20])[c:18]2[O:19]1.